From a dataset of the Open Reaction Database (ORD), a public repository of structured organic reaction records. describe an organic reaction: reactants, conditions, products, and yield Reactants: Cc1cc(C)c(CNC(=O)c2cc(Br)cc(N(C)C3CCCC3)c2C)c(=O)[nH]1, O=C([O-])[O-], C1COCCO1, O=Cc1ccc(B(O)O)cc1, ClCCl, [Na+], [Na+]. Yields the product Cc1cc(C)c(CNC(=O)c2cc(-c3ccc(C=O)cc3)cc(N(C)C3CCCC3)c2C)c(=O)[nH]1. RXN SMILES: [Br:1][c:2]1[cH:3][c:4]([N:22]([CH3:23])[CH:24]2[CH2:25][CH2:26][CH2:27][CH2:28]2)[c:5]([CH3:21])[c:6]([C:7](=[O:8])[NH:9][CH2:10][c:11]2[c:12](=[O:19])[nH:13][c:14]([CH3:18])[cH:15][c:16]2[CH3:17])[cH:20]1.[C:40](=[O:41])([O-:42])[O-:43].[CH2:49]1[O:50][CH2:51][CH2:52][O:53][CH2:54]1.[CH:29](=[O:30])[c:31]1[cH:32][cH:33][c:34]([B:37]([OH:38])[OH:39])[cH:35][cH:36]1.[Cl:46][CH2:47][Cl:48].[Na+:44].[Na+:45]>>[c:2]1(-[c:34]2[cH:33][cH:32][c:31]([CH:29]=[O:30])[cH:36][cH:35]2)[cH:3][c:4]([N:22]([CH3:23])[CH:24]2[CH2:25][CH2:26][CH2:27][CH2:28]2)[c:5]([CH3:21])[c:6]([C:7](=[O:8])[NH:9][CH2:10][c:11]2[c:12](=[O:19])[nH:13][c:14]([CH3:18])[cH:15][c:16]2[CH3:17])[cH:20]1. Starting materials: NC1=NC2=NC=CN=C2C(=N1)OC (2-amino-4-methoxypteridine), FC1=C(OS(=O)(=O)N=C=O)C=CC=C1 (2-fluorophenoxysulfonyl isocyanate). Solvent: C(Cl)Cl (methylene chloride). Conditions: time 10 minute. Product: COC1=NC(=NC2=NC=CN=C12)NC(=O)NS(=O)(=O)OC1=C(C=CC=C1)F (N-(4-methoxypteridin-2-yl)-N'-(2-fluorophenoxysulfonyl)-urea), crystals. As a reaction SMILES: [NH2:1][C:2]1[N:11]=[C:10]([O:12][CH3:13])[C:9]2[C:4](=[N:5][CH:6]=[CH:7][N:8]=2)[N:3]=1.[F:14][C:15]1[CH:27]=[CH:26][CH:25]=[CH:24][C:16]=1[O:17][S:18]([N:21]=[C:22]=[O:23])(=[O:20])=[O:19]>C(Cl)Cl>[CH3:13][O:12][C:10]1[C:9]2[C:4](=[N:5][CH:6]=[CH:7][N:8]=2)[N:3]=[C:2]([NH:1][C:22]([NH:21][S:18]([O:17][C:16]2[CH:24]=[CH:25][CH:26]=[CH:27][C:15]=2[F:14])(=[O:20])=[O:19])=[O:23])[N:11]=1. Reported procedure: 0.88 g (0.005 mol) of 2-amino-4-methoxypteridine were suspended in 40 ml of methylene chloride and 1.2 g (0.0055 mol) of 2-fluorophenoxysulfonyl isocyanate were added thereto rapidly to obtain a clear solution. The solution was heated to reflux for a short time, thereafter stirred for 10 minutes and then was concentrated by evaporation to dryness. The residue was treated with diisopropyl ether and a little acetone and the mixture was vacuum filtered. The product was dried to obtain 1.95 of N-(4-... Reactants: [Al+3], CC[SiH](CC)CC, C1CCOC1, ClCCl, [H-], [H-], [H-], [H-], [Li+], O=C(c1ccc(Br)cc1)c1c(-c2ccc(OCCN3CCCC3)cc2)sc2ccccc12. Yields the product Brc1ccc(Cc2c(-c3ccc(OCCN4CCCC4)cc3)sc3ccccc23)cc1. Reaction SMILES: [Al+3:34].[CH2:39]([SiH:40]([CH2:41][CH3:42])[CH2:43][CH3:44])[CH3:45].[CH2:46]1[O:47][CH2:48][CH2:49][CH2:50]1.[Cl:51][CH2:52][Cl:53].[H-:33].[H-:36].[H-:37].[H-:38].[Li+:35].[N:1]1([CH2:6][CH2:7][O:8][c:9]2[cH:10][cH:11][c:12](-[c:15]3[c:16]([C:24](=[O:25])[c:26]4[cH:27][cH:28][c:29]([Br:32])[cH:30][cH:31]4)[c:17]4[c:18]([s:19]3)[cH:20][cH:21][cH:22][cH:23]4)[cH:13][cH:14]2)[CH2:2][CH2:3][CH2:4][CH2:5]1>>[N:1]1([CH2:6][CH2:7][O:8][c:9]2[cH:10][cH:11][c:12](-[c:15]3[c:16]([CH2:24][c:26]4[cH:27][cH:28][c:29]([Br:32])[cH:30][cH:31]4)[c:17]4[c:18]([s:19]3)[cH:20][cH:21][cH:22][cH:23]4)[cH:13][cH:14]2)[CH2:2][CH2:3][CH2:4][CH2:5]1. Starting materials: C1CCOC1, O, C#CC(O)(c1ccccc1)C(C)C, O=S(=O)(O)O. Yields the product CC(=O)C(O)(c1ccccc1)C(C)C. Reaction SMILES: [O:1]1[CH2:2][CH2:3][CH2:4][CH2:5]1.[OH2:24].[OH:11][C:12]([C:13]#[CH:14])([CH:15]([CH3:16])[CH3:17])[c:18]1[cH:19][cH:20][cH:21][cH:22][cH:23]1.[S:6](=[O:7])(=[O:8])([OH:9])[OH:10]>>[O:1]=[C:13]([C:12]([OH:11])([CH:15]([CH3:16])[CH3:17])[c:18]1[cH:19][cH:20][cH:21][cH:22][cH:23]1)[CH3:14]. Reactants: COC=1C=CC(=C(C1)N)C (5-methoxy-2-methyl-phenylamine), N1=CC=CC=C1 (pyridine), C(CC)S(=O)(=O)Cl (propane-1-sulfonyl choride). The solvent is C(Cl)Cl (CH2Cl2). Reaction conditions: time 8 hour. Product: COC=1C=CC(=C(C1)NS(=O)(=O)CCC)C (Propane-1-sulfonic acid (5-methoxy-2-methyl-phenyl)-amide). Isolated yield 69.3%. RXN SMILES: [CH3:1][O:2][C:3]1[CH:4]=[CH:5][C:6]([CH3:10])=[C:7]([NH2:9])[CH:8]=1.N1C=CC=CC=1.[CH2:17]([S:20](Cl)(=[O:22])=[O:21])[CH2:18][CH3:19]>C(Cl)Cl>[CH3:1][O:2][C:3]1[CH:4]=[CH:5][C:6]([CH3:10])=[C:7]([NH:9][S:20]([CH2:17][CH2:18][CH3:19])(=[O:22])=[O:21])[CH:8]=1. Reported procedure: To the solution of 5-methoxy-2-methyl-phenylamine (0.118 g, 0.86 mmol) and pyridine (0.1 mL) and CH2Cl2 (3 mL) at 0° C. was added dropwise propane-1-sulfonyl choride (0.135 g, 0.95 mmol) and the reaction mixture was stirred at RT overnight. The mixture was then concentrated and purified via silica gel chromatography to give the product as an oil (0.145 g, 69%): MS(ES) m/e 244.2 [M+H]+. Reactants: FC1=CC=C(CN2C(N(C[C@@H]2C)C=2SC(=C(N2)C)C(=O)O)=O)C=C1 ((S)-2-(3-(4-fluorobenzyl)-4-methyl-2-oxoimidazolidin-1-yl)-4-methylthiazole-5-carboxylic acid), C(CC=C)N1C(N(CC1)C=1SC(=C(N1)C)C(=O)O)=O (2-(3-(but-3-enyl)-2-oxoimidazolidin-1-yl)-4-methylthiazole-5-carboxylic acid), N1=CC(=CC=C1)CN (pyridin-3-ylmethanamine). The product is C(CC=C)N1C(N(CC1)C=1SC(=C(N1)C)C(=O)NCC=1C=NC=CC1)=O (2-(3-(but-3-enyl)-2-oxoimidazolidin-1-yl)-4-methyl-N-(pyridin-3-ylmethyl)thiazole-5-carboxamide). Isolated yield 62.0%. Reaction SMILES: FC1[CH:24]=[CH:23][C:5]([CH2:6][N:7]2[C@@H:11](C)[CH2:10][N:9]([C:13]3[S:14][C:15]([C:19]([OH:21])=O)=[C:16]([CH3:18])[N:17]=3)[C:8]2=[O:22])=CC=1.C(N1CCN(C2SC(C(O)=O)=C(C)N=2)C1=O)CC=C.[N:44]1[CH:49]=[CH:48][CH:47]=[C:46]([CH2:50][NH2:51])[CH:45]=1>>[CH2:6]([N:7]1[CH2:11][CH2:10][N:9]([C:13]2[S:14][C:15]([C:19]([NH:51][CH2:50][C:46]3[CH:45]=[N:44][CH:49]=[CH:48][CH:47]=3)=[O:21])=[C:16]([CH3:18])[N:17]=2)[C:8]1=[O:22])[CH2:5][CH:23]=[CH2:24]. Procedure details: Following the procedure as described in Example 2, making variations as required to replace (S)-2-(3-(4-fluorobenzyl)-4-methyl-2-oxoimidazolidin-1-yl)-4-methylthiazole-5-carboxylic acid with 2-(3-(but-3-enyl)-2-oxoimidazolidin-1-yl)-4-methylthiazole-5-carboxylic acid to react with pyridin-3-ylmethanamine, the title compound was obtained as an off-white solid in 62% yield: mp 144-145° C. (ethyl acetate); 1H NMR (300 MHz, DMSO-d6) δ 8.57-8.52 (m, 2H), 8.45 (d, J=3.8 Hz, 1H), 7.70 (ddd, J=7.8, 7.8,... Reactants: C(C)OC(=O)CCC=1C(=C(NC1)C1=CC=C(C=C1)F)C1=CC=NC=C1 (4-(2-ethoxycarbonylethyl)-2-(4-fluorophenyl)-3-(pyridin-4-yl)-1H-pyrrole), [H-].[Al+3].[Li+].[H-].[H-].[H-] (lithium aluminum hydride). Product: FC1=CC=C(C=C1)C=1NC=C(C1C1=CC=NC=C1)CCCO (2-(4-Fluorophenyl)-4-(3-hydroxypropyl)-3-(pyridin-4-yl)-1H-pyrrole). Yield: 91.0%. Reaction SMILES: C([O:3][C:4]([CH2:6][CH2:7][C:8]1[C:9]([C:20]2[CH:25]=[CH:24][N:23]=[CH:22][CH:21]=2)=[C:10]([C:13]2[CH:18]=[CH:17][C:16]([F:19])=[CH:15][CH:14]=2)[NH:11][CH:12]=1)=O)C.[H-].[Al+3].[Li+].[H-].[H-].[H-]>>[F:19][C:16]1[CH:15]=[CH:14][C:13]([C:10]2[NH:11][CH:12]=[C:8]([CH2:7][CH2:6][CH2:4][OH:3])[C:9]=2[C:20]2[CH:25]=[CH:24][N:23]=[CH:22][CH:21]=2)=[CH:18][CH:17]=1 |f:1.2.3.4.5.6|. Procedure: In a similar manner to that described in Example 1(vi) above, 4-(2-ethoxycarbonylethyl)-2-(4-fluorophenyl)-3-(pyridin-4-yl)-1H-pyrrole [prepared as described in step 23(ii) above] was reduced using lithium aluminum hydride to afford the title compound (yield 91%) as a pale brown powder. The reactants are BrC1=C(C=NC=C1)NC1=NC=C2N1N=C(C=C2)C2=C(C=CC=C2F)F (N-(4-bromopyridin-3-yl)-2-(2,6-difluorophenyl)imidazo[1,5-b]pyridazin-7-amine), ClC1=C(C=NC=C1)NC1=NC=C2N1N=C(C=C2)C2=C(C=CC=C2F)F (N-(4-chloropyridin-3-yl)-2-(2,6-difluorophenyl)imidazo[1,5-b]pyridazin-7-amine), NC1=NC=CC(=C1)B(O)O ((2-aminopyridin-4-yl)boronic acid), C(=O)([O-])[O-].[Na+].[Na+] (Na2CO3). Reagents/catalysts: C=1C=CC(=CC1)[P](C=2C=CC=CC2)(C=3C=CC=CC3)[Pd]([P](C=4C=CC=CC4)(C=5C=CC=CC5)C=6C=CC=CC6)([P](C=7C=CC=CC7)(C=8C=CC=CC8)C=9C=CC=CC9)[P](C=1C=CC=CC1)(C=1C=CC=CC1)C=1C=CC=CC1 (Pd(PPh3)4). Solvent: CCOC(=O)C (EtOAc), O (water), O1CCOCC1 (dioxane). Reaction conditions: temperature 130 celsius. The product is FC1=C(C(=CC=C1)F)C=1C=CC=2N(N1)C(=NC2)NC=2C=NC=CC2C2=CC(=NC=C2)N (N3′-(2-(2,6-difluorophenyl)imidazo[1,5-b]pyridazin-7-yl)-[4,4′-bipyridine]-2,3′-diamine). Yield: 17.0%. As a reaction SMILES: Br[C:2]1[CH:7]=[CH:6][N:5]=[CH:4][C:3]=1[NH:8][C:9]1[N:13]2[N:14]=[C:15]([C:18]3[C:23]([F:24])=[CH:22][CH:21]=[CH:20][C:19]=3[F:25])[CH:16]=[CH:17][C:12]2=[CH:11][N:10]=1.ClC1C=CN=CC=1NC1N2N=C(C3C(F)=CC=CC=3F)C=CC2=CN=1.[NH2:51][C:52]1[CH:57]=[C:56](B(O)O)[CH:55]=[CH:54][N:53]=1.C([O-])([O-])=O.[Na+].[Na+]>O1CCOCC1.CCOC(C)=O.O.C1C=CC([P]([Pd]([P](C2C=CC=CC=2)(C2C=CC=CC=2)C2C=CC=CC=2)([P](C2C=CC=CC=2)(C2C=CC=CC=2)C2C=CC=CC=2)[P](C2C=CC=CC=2)(C2C=CC=CC=2)C2C=CC=CC=2)(C2C=CC=CC=2)C2C=CC=CC=2)=CC=1>[F:25][C:19]1[CH:20]=[CH:21][CH:22]=[C:23]([F:24])[C:18]=1[C:15]1[CH:16]=[CH:17][C:12]2[N:13]([C:9]([NH:8][C:3]3[CH:4]=[N:5][CH:6]=[CH:7][C:2]=3[C:56]3[CH:55]=[CH:54][N:53]=[C:52]([NH2:51])[CH:57]=3)=[N:10][CH:11]=2)[N:14]=1 |f:3.4.5,^1:83,85,104,123|. Procedure details: A glass microwave reaction vessel was charged with a 1:1 mixture of N-(4-bromopyridin-3-yl)-2-(2,6-difluorophenyl)imidazo[1,5-b]pyridazin-7-amine and N-(4-chloropyridin-3-yl)-2-(2,6-difluorophenyl)imidazo[1,5-b]pyridazin-7-amine (Example 29, step 1, 85 mg), (2-aminopyridin-4-yl)boronic acid (44 mg, 0.31 mmol, CombiPhos Catalysis, Inc., Princeton, N.J.), Pd(PPh3)4 (12 mg, 10.6 μmol) and 2 M Na2CO3 (0.33 mL) in dioxane (1.5 mL). The reaction was stirred and heated in a microwave at 130° C. for 25 ...